Dataset: the Open Reaction Database (ORD), a public repository of structured organic reaction records. Task: describe an organic reaction: reactants, conditions, products, and yield As a reaction SMILES: [C:1]([C:4]1[CH:9]=[CH:8][C:7](B(O)O)=[CH:6][CH:5]=1)(=[O:3])[NH2:2].[O:13]1[C:17]2[CH:18]=[CH:19][C:20]([C:22]3([C:25]([NH:27][C:28]4[CH:29]=[N:30][C:31]([CH3:35])=[C:32](Br)[CH:33]=4)=[O:26])[CH2:24][CH2:23]3)=[CH:21][C:16]=2[O:15][CH2:14]1.O1C2C=CC(C3(C(NC4C=NC(C)=C(C5C=CC=CC=5)C=4)=O)CC3)=CC=2OC1>>[O:13]1[C:17]2[CH:18]=[CH:19][C:20]([C:22]3([C:25]([NH:27][C:28]4[CH:33]=[C:32]([C:7]5[CH:8]=[CH:9][C:4]([C:1]([NH2:2])=[O:3])=[CH:5][CH:6]=5)[C:31]([CH3:35])=[N:30][CH:29]=4)=[O:26])[CH2:24][CH2:23]3)=[CH:21][C:16]=2[O:15][CH2:14]1. Starting materials: C(N)(=O)C1=CC=C(C=C1)B(O)O (4-carbamoylphenylboronic acid), O1COC2=C1C=CC(=C2)C2(CC2)C(=O)NC=2C=NC(=C(C2)Br)C (1-(benzo[d][1,3]dioxol-5-yl)-N-(5-bromo-6-methylpyridin-3-yl)cyclopropanecarboxamide), O1COC2=C1C=CC(=C2)C2(CC2)C(=O)NC=2C=NC(=C(C2)C2=CC=CC=C2)C (1-(benzo[d][1,3]dioxol-5-yl)-N-(6-methyl-5-phenylpyridin-3-yl)cyclopropanecarboxamide). Procedure: 4-(5-(1-(Benzo[d][1,3]dioxol-5-yl)cyclopropanecarboxamido)-2-methylpyridin-3-yl)benzamide was prepared from 4-carbamoylphenylboronic acid and 1-(benzo[d][1,3]dioxol-5-yl)-N-(5-bromo-6-methylpyridin-3-yl)cyclopropanecarboxamide in a manner analogous to that of 1-(benzo[d][1,3]dioxol-5-yl)-N-(6-methyl-5-phenylpyridin-3-yl)cyclopropanecarboxamide. Yields the product O1COC2=C1C=CC(=C2)C2(CC2)C(=O)NC=2C=C(C(=NC2)C)C2=CC=C(C(=O)N)C=C2 (4-(5-(1-(Benzo[d][1,3]dioxol-5-yl)cyclopropanecarboxamido)-2-methylpyridin-3-yl)benzamide). Starting materials: ice water, [Na] (sodium), SC1=NN=NN1C1=CC=CC=C1 (5-mercapto-l-phenyl-1H-tetrazole), ClCN1S(NC(C1=O)CCC)(=O)=O (2-chloromethyl-4-propyl-1,2,5-thiadiazolidin-3-one 1, 1-dioxide). Solvent: CN(C)C=O (DMF). The product is C1(=CC=CC=C1)N1N=NN=C1SCN1S(NC(C1=O)CCC)(=O)=O (2-(1-phenyl-1H-tetrazol-5-yl-thiomethyl)-4-propyl-1,2,5-thiadiazolidin-3-one 1,1-dioxide). Yield: 96.5%. Reaction SMILES: [Na].[SH:2][C:3]1[N:7]([C:8]2[CH:13]=[CH:12][CH:11]=[CH:10][CH:9]=2)[N:6]=[N:5][N:4]=1.Cl[CH2:15][N:16]1[C:20](=[O:21])[CH:19]([CH2:22][CH2:23][CH3:24])[NH:18][S:17]1(=[O:26])=[O:25]>CN(C=O)C>[C:8]1([N:7]2[C:3]([S:2][CH2:15][N:16]3[C:20](=[O:21])[CH:19]([CH2:22][CH2:23][CH3:24])[NH:18][S:17]3(=[O:25])=[O:26])=[N:4][N:5]=[N:6]2)[CH:13]=[CH:12][CH:11]=[CH:10][CH:9]=1 |^1:0|. Procedure: The sodium salt of 5-mercapto-l-phenyl-1H-tetrazole (0.42 g) ##STR16## was added to a solution of 2-chloromethyl-4-propyl-1,2,5-thiadiazolidin-3-one 1, 1-dioxide (0.44 g) in DMF (10 ml), and the resulting mixture was allowed to react at 50° C. for 6 hours and then cooled. The mixture was poured into ice/water, extracted with ethyl acetate, and the organic layer was washed with water and brine, dried, and concentrated in vacuo. The residue was purified by flash chromatography (35% ethyl acetate i... The reactants are BrCCCCCC(=O)NC=1C=C(C=C2C(=CC=NC12)C)OC (6-bromo-N-(6-methoxy-4-methyl-8-quinolinyl)-hexanamide), N1CCNCC1 (piperazine). Run in O (water). Reaction conditions: time 1 hour. The product is COC=1C=C2C(=CC=NC2=C(C1)NC(CCCCCN1CCNCC1)=O)C (N-(6-Methoxy-4-methyl-8-quinolinyl)-1-piperazinehexanamide). The yield is 23.3%. RXN SMILES: Br[CH2:2][CH2:3][CH2:4][CH2:5][CH2:6][C:7]([NH:9][C:10]1[CH:11]=[C:12]([O:21][CH3:22])[CH:13]=[C:14]2[C:19]=1[N:18]=[CH:17][CH:16]=[C:15]2[CH3:20])=[O:8].[NH:23]1[CH2:28][CH2:27][NH:26][CH2:25][CH2:24]1>O>[CH3:22][O:21][C:12]1[CH:13]=[C:14]2[C:19](=[C:10]([NH:9][C:7](=[O:8])[CH2:6][CH2:5][CH2:4][CH2:3][CH2:2][N:23]3[CH2:28][CH2:27][NH:26][CH2:25][CH2:24]3)[CH:11]=1)[N:18]=[CH:17][CH:16]=[C:15]2[CH3:20]. Procedure details: A mixture of 8 g (0.022 mole) of 6-bromo-N-(6-methoxy-4-methyl-8-quinolinyl)-hexanamide and 35 g (0.41 mole) of piperazine was stirred at 125° for 1 hr, cooled and suspended in water. The resulting fine precipitate was collected and dissolved in dichloromethane. The solution was washed with water, dried, and concentrated to dryness in vacuo. The residue was chromatographed over 560 g of alumina with 500 ml each of the following solutions of methanol in an ethyl acetate:dichloromethane (1:9) mixt... Reactants: C(C1=CC=CC=C1)NCC(CCl)O (N-benzyl-3-amino-1-chloropropan-2-ol). Solvent: O (water). Conditions: time 24 hour. Product: C(C1=CC=CC=C1)N1CC(C1)O (1-Benzylazetidin-3-ol). The yield is 27.0%. As a reaction SMILES: [CH2:1]([NH:8][CH2:9][CH:10]([OH:13])[CH2:11]Cl)[C:2]1[CH:7]=[CH:6][CH:5]=[CH:4][CH:3]=1>O>[CH2:1]([N:8]1[CH2:11][CH:10]([OH:13])[CH2:9]1)[C:2]1[CH:7]=[CH:6][CH:5]=[CH:4][CH:3]=1. Reported procedure: 10 g of 1A was heated under reflux in 150 ml of water with stirring for 24 hours. The reaction mixture was cooled, the aqueous solution was decanted from insoluble material and made alkaline by the addition of solid sodium hydroxide. The oil which separated was extracted with dichloromethane and the extracts were washed with water and dried. The solvent was removed under reduced pressure and the residue was purified by chromatography on silica gel using acetone as eluent, followed by recrystalli... The reactants are Cl.[N+](=O)([O-])C1=CC=C(C=C1)C1=CC=C(O1)C=1NC=CN1 (2-[5-(4-Nitrophenyl)-2-furyl]imidazole Hydrochloride), [H][H] (hydrogen). The reagents and catalysts are [Pd] (Pd/C). The solvent is CO (CH3OH). Yields the product Cl.NC1=CC=C(C=C1)C1=CC=C(O1)C=1NC=CN1 (2-[5-(4-Aminophenyl)-2-furyl]imidazole Hydrochloride). Reaction SMILES: [ClH:1].[N+:2]([C:5]1[CH:10]=[CH:9][C:8]([C:11]2[O:15][C:14]([C:16]3[NH:17][CH:18]=[CH:19][N:20]=3)=[CH:13][CH:12]=2)=[CH:7][CH:6]=1)([O-])=O.[H][H]>[Pd].CO>[ClH:1].[NH2:2][C:5]1[CH:6]=[CH:7][C:8]([C:11]2[O:15][C:14]([C:16]3[NH:20][CH:19]=[CH:18][N:17]=3)=[CH:13][CH:12]=2)=[CH:9][CH:10]=1 |f:0.1,5.6|. Procedure details: A mixture of 17 g (0.057 mole) of the compound of Example I, 200 ml of CH3OH and 1 teaspoon of 5% Pd/C (50% H2O) was shaken on a Parr apparatus with the theoretical amount of hydrogen being absorbed. The mixture was heated to reflux and CH3OH added to dissolution. The catalyst was removed by filtration and the filtrate cooled and diluted with ether. The resulting solid was recrystallized from anhydrous methanol and dried at 110° to yield 7 g (46%). An analytical sample was prepared by drying a s... The reactants are β-D-glycosylated stilbene, C1=CC(=CC=C1/C=C/C2=CC(=CC(=C2)O[C@H]3[C@@H]([C@H]([C@@H]([C@H](O3)CO)O)O)O)O)O (trans-piceid), Cl (hydrochloric acid), Cl (HCl). Solvent: O (water). Reaction conditions: temperature 100 celsius. The product is C1(=CC(O)=CC(O)=C1)\C=C\C1=CC=C(O)C=C1 (trans-resveratrol). Isolated yield 97491.9%. RXN SMILES: [CH:1]1[C:6](/[CH:7]=[CH:8]/[C:9]2[CH:14]=[C:13]([O:15][C@@H]3O[C@H](CO)[C@@H](O)[C@H](O)[C@H]3O)[CH:12]=[C:11]([OH:27])[CH:10]=2)=[CH:5][CH:4]=[C:3]([OH:28])[CH:2]=1.Cl>O>[C:9]1(/[CH:8]=[CH:7]/[C:6]2[CH:5]=[CH:4][C:3]([OH:28])=[CH:2][CH:1]=2)[CH:14]=[C:13]([OH:15])[CH:12]=[C:11]([OH:27])[CH:10]=1. Procedure: The following example illustrates conversion of a β-D-glycosylated stilbene to the aglycone. 200 mg of 90% trans-piceid (3,4′5-trans-trihydroxystilbene -3-β-mono-D-glucoside, BZ1-69-1) was mixed with 5 ml of concentrated hydrochloric acid and 95 ml water (5% HCl v/v) and refluxed with agitation at 100° C. for 90 minutes to yield 114 g (57% yield) trans-resveratrol (trans-3,4′,5-trihydroxystilbene). Procedure details: To 5-bromo-2-nitrophenyl methyl ether (8.0 g, 34.47 mmol) in 80 mL of n-propanol was added, PdCl2(dppf)*DCM (0.5 g, 0.69 mmol), potassium ethenyl(trifluoro)borate (6.47 g, 48.3 mmol), and TEA (3.48 g, 34.47 mmol). The mixture was heated to 100° C. for 3 h. The mixture was poured into 250 mL of H2O and extracted with DCM, dried (Na2SO4), filtered, and rotovaped down, and purified by flash chromatography to give the title compound of step B (3.58 g, 19.98 mmol, 58%). 1H NMR (400 MHz, CDCl3) δ ppm ... Yield: 58.0%. The reagents and catalysts are C1=CC=C(C=C1)P([C-]2C=CC=C2)C3=CC=CC=C3.C1=CC=C(C=C1)P([C-]2C=CC=C2)C3=CC=CC=C3.Cl[Pd]Cl.[Fe+2] (PdCl2(dppf)). RXN SMILES: [CH3:1][O:2][C:3]1[CH:8]=[C:7](Br)[CH:6]=[CH:5][C:4]=1[N+:10]([O-:12])=[O:11].O.[CH2:14](O)[CH2:15]C>C1C=CC(P(C2C=CC=CC=2)[C-]2C=CC=C2)=CC=1.C1C=CC(P(C2C=CC=CC=2)[C-]2C=CC=C2)=CC=1.Cl[Pd]Cl.[Fe+2]>[CH3:1][O:2][C:3]1[CH:8]=[C:7]([CH:14]=[CH2:15])[CH:6]=[CH:5][C:4]=1[N+:10]([O-:12])=[O:11] |f:3.4.5.6|. Reactants: potassium ethenyl(trifluoro)borate, O (H2O), COC1=C(C=CC(=C1)Br)[N+](=O)[O-] (5-bromo-2-nitrophenyl methyl ether), C(CC)O (n-propanol), TEA. Product: COC1=C(C=CC(=C1)C=C)[N+](=O)[O-] (5-ethenyl-2-nitrophenyl methyl ether). Conditions: temperature 100 celsius. Starting materials: [Si](C1=CC=CC=C1)(C1=CC=CC=C1)(C(C)(C)C)OC1=CC=C(OC[C@H](CNCCC2=CC=C(C=C2)N2C(N(C=3C2=NC=CC3)C(=C)C)=O)O)C=C1 (3-[4-(2-{[(2S)-3-(4-{[tert-Butyl(diphenyl)silyl]oxy}phenoxy)-2-hydroxypropyl]amino}ethyl)phenyl]-1-isopropenyl-1,3-dihydro-2H-imidazo[4,5-b]pyridin-2-one). The solvent is C(Cl)(Cl)Cl.CO (chloroform methanol). Product: O[C@@H](CNCCC1=CC=C(C=C1)N1C(N(C=2C1=NC=CC2)C(=C)C)=O)COC2=CC=C(C=C2)O (3-(4-{2-[(2S)-2-Hydroxy-3-(4-hydroxy-phenoxy)-propylamino]-ethyl}-phenyl)-1-isopropenyl-1,3-dihydro-imidazo[4,5-b]pyridin-2-one). Yield: 86.0%. Reaction SMILES: [Si]([O:18][C:19]1[CH:51]=[CH:50][C:22]([O:23][CH2:24][C@@H:25]([OH:49])[CH2:26][NH:27][CH2:28][CH2:29][C:30]2[CH:35]=[CH:34][C:33]([N:36]3[C:40]4=[N:41][CH:42]=[CH:43][CH:44]=[C:39]4[N:38]([C:45]([CH3:47])=[CH2:46])[C:37]3=[O:48])=[CH:32][CH:31]=2)=[CH:21][CH:20]=1)(C(C)(C)C)(C1C=CC=CC=1)C1C=CC=CC=1>C(Cl)(Cl)Cl.CO>[OH:49][C@H:25]([CH2:24][O:23][C:22]1[CH:50]=[CH:51][C:19]([OH:18])=[CH:20][CH:21]=1)[CH2:26][NH:27][CH2:28][CH2:29][C:30]1[CH:35]=[CH:34][C:33]([N:36]2[C:40]3=[N:41][CH:42]=[CH:43][CH:44]=[C:39]3[N:38]([C:45]([CH3:47])=[CH2:46])[C:37]2=[O:48])=[CH:32][CH:31]=1 |f:1.2|. Reported procedure: 3-[4-(2-{[(2S)-3-(4-{[tert-Butyl(diphenyl)silyl]oxy}phenoxy)-2-hydroxypropyl]amino}ethyl)phenyl]-1-isopropenyl-1,3-dihydro-2H-imidazo[4,5-b]pyridin-2-one (0.19 g, 0.272 mmol) was reacted according to Procedure H (eluant: 10:1 going to 5:1 chloroform-methanol containing 2% triethylamine) to give the title compound (0.108 g, 0.234 mmol).